Dataset: the Open Reaction Database (ORD), a public repository of structured organic reaction records. Task: describe an organic reaction: reactants, conditions, products, and yield The reactants are CCO, COCCOC(=O)C1=C(C)NC(C)=C(C(=O)OC(C)C)C1c1cccc(NO)c1, Cn1cccc1C=O, Cc1ccccc1, ClCCl, [Na+], [Na+], O=S(=O)([O-])[O-]. Product: COCCOC(=O)C1=C(C)NC(C)=C(C(=O)OC(C)C)C1c1cccc([N+]([O-])=Cc2cccn2C)c1. RXN SMILES: [CH2:45]([OH:46])[CH3:47].[CH3:1][C:2]1=[C:7]([C:8](=[O:9])[O:10][CH2:11][CH2:12][O:13][CH3:14])[CH:6]([c:15]2[cH:16][c:17]([NH:21][OH:22])[cH:18][cH:19][cH:20]2)[C:5]([C:23](=[O:24])[O:25][CH:26]([CH3:27])[CH3:28])=[C:4]([CH3:29])[NH:3]1.[CH3:30][n:31]1[c:32]([CH:36]=[O:37])[cH:33][cH:34][cH:35]1.[CH3:48][c:49]1[cH:50][cH:51][cH:52][cH:53][cH:54]1.[Cl:55][CH2:56][Cl:57].[Na+:38].[Na+:39].[O-:40][S:41]([O-:42])(=[O:43])=[O:44]>>[CH3:1][C:2]1=[C:7]([C:8](=[O:9])[O:10][CH2:11][CH2:12][O:13][CH3:14])[CH:6]([c:15]2[cH:16][c:17]([N+:21]([O-:22])=[CH:36][c:32]3[n:31]([CH3:30])[cH:35][cH:34][cH:33]3)[cH:18][cH:19][cH:20]2)[C:5]([C:23](=[O:24])[O:25][CH:26]([CH3:27])[CH3:28])=[C:4]([CH3:29])[NH:3]1.